From a dataset of the Open Reaction Database (ORD), a public repository of structured organic reaction records. describe an organic reaction: reactants, conditions, products, and yield Reactants: CNC(=S)NCCCCC=1N=CNC1 (N-methyl-N'-[4-(4-imidazolyl)butyl]thiourea), Cl (hydrogen chloride), Cl.Cl.ONC(=NCCSCC1=C(N=CN1)C)NC (N-Hydroxy-N'-methyl-N"-[2-((4-methyl-5-imidazolyl)methylthio)ethyl]guanidine dihydrochloride), CNC(SC)=NCCCCC=1N=CNC1 (N,S-dimethyl-N'-[4-(4-imidazolyl)butyl]isothiourea), NO (hydroxylamine), Cl.Cl.Cl.ON(C(=NCCSCC1=C(N=CN1)C)N)CCSCC1=C(N=CN1)C (N-Hydroxy-N,N"-bis[2-((4-methyl-5-imidazolyl)methylthio)ethyl]guanidine trihydrochloride). The product is Cl.Cl.CNC(=NCCCCC=1N=CNC1)NO (N-Methyl-N'-hydroxy-N"-[4-(4-imidazolyl)butyl]guanidine dihydrochloride). RXN SMILES: [CH3:1][NH:2][C:3]([NH:5][CH2:6][CH2:7][CH2:8][CH2:9][C:10]1[N:11]=[CH:12][NH:13][CH:14]=1)=S.[ClH:15].Cl.Cl.[OH:18][NH:19]C(NC)=NCCSCC1NC=NC=1C.CNC(=NCCCCC1N=CNC=1)SC.NO.Cl.Cl.Cl.ON(CCSCC1NC=NC=1C)C(N)=NCCSCC1NC=NC=1C>>[ClH:15].[ClH:15].[CH3:1][NH:2][C:3]([NH:19][OH:18])=[N:5][CH2:6][CH2:7][CH2:8][CH2:9][C:10]1[N:11]=[CH:12][NH:13][CH:14]=1 |f:2.3.4,7.8.9.10,11.12.13|. Procedure: When N-methyl-N'-[4-(4-imidazolyl)butyl]thiourea is reacted with methanolic hydrogen chloride by the procedure of Example 1 (i) the product is N,S-dimethyl-N'-[4-(4-imidazolyl)butyl]isothiourea which on treatment with hydroxylamine by the procedure of Example 1 (ii) gives the title product. Reaction SMILES: [C:28]1(=[O:49])[c:29]2[c:30]([cH:45][cH:46][cH:47][cH:48]2)[C:31](=[O:44])[N:32]1[CH2:33][CH2:34][CH2:35][O:36][c:37]1[cH:38][cH:39][c:40]([OH:43])[cH:41][cH:42]1.[CH3:52][S:53]([CH3:54])=[O:55].[Cl:1][c:2]1[cH:3][c:4]2[c:13]([cH:14][cH:15]1)[S:12][c:11]1[c:6]([cH:7][cH:8][cH:9][cH:10]1)[N:5]2[CH2:16][CH2:17][CH2:18][N:19]1[CH2:20][CH2:21][N:22]([CH2:25][CH2:26][Cl:27])[CH2:23][CH2:24]1.[Na+:51].[OH-:50].[OH2:56]>>[Cl:1][c:2]1[cH:3][c:4]2[c:13]([cH:14][cH:15]1)[S:12][c:11]1[c:6]([cH:7][cH:8][cH:9][cH:10]1)[N:5]2[CH2:16][CH2:17][CH2:18][N:19]1[CH2:20][CH2:21][N:22]([CH2:25][CH2:26][O:43][c:40]2[cH:39][cH:38][c:37]([O:36][CH2:35][CH2:34][CH2:33][N:32]3[C:28](=[O:49])[c:29]4[c:30]([cH:45][cH:46][cH:47][cH:48]4)[C:31]3=[O:44])[cH:42][cH:41]2)[CH2:23][CH2:24]1. Yields the product O=C1c2ccccc2C(=O)N1CCCOc1ccc(OCCN2CCN(CCCN3c4ccccc4Sc4ccc(Cl)cc43)CC2)cc1. Starting materials: O=C1c2ccccc2C(=O)N1CCCOc1ccc(O)cc1, CS(C)=O, ClCCN1CCN(CCCN2c3ccccc3Sc3ccc(Cl)cc32)CC1, [Na+], [OH-], O. The reactants are CC(=O)O, Cc1cc(CCC(=O)Nc2cc(-c3ccc(Cl)cc3)cnc2N)nc(NC(c2ccccc2)(c2ccccc2)c2ccccc2)c1. Product: Cc1cc(N)nc(CCC(=O)Nc2cc(-c3ccc(Cl)cc3)cnc2N)c1. As a reaction SMILES: [CH3:47][C:48](=[O:49])[OH:50].[NH2:1][c:2]1[n:3][cH:4][c:5](-[c:40]2[cH:41][cH:42][c:43]([Cl:46])[cH:44][cH:45]2)[cH:6][c:7]1[NH:8][C:9]([CH2:10][CH2:11][c:12]1[n:13][c:14]([NH:19][C:20]([c:21]2[cH:22][cH:23][cH:24][cH:25][cH:26]2)([c:27]2[cH:28][cH:29][cH:30][cH:31][cH:32]2)[c:33]2[cH:34][cH:35][cH:36][cH:37][cH:38]2)[cH:15][c:16]([CH3:18])[cH:17]1)=[O:39]>>[NH2:1][c:2]1[n:3][cH:4][c:5](-[c:40]2[cH:41][cH:42][c:43]([Cl:46])[cH:44][cH:45]2)[cH:6][c:7]1[NH:8][C:9]([CH2:10][CH2:11][c:12]1[n:13][c:14]([NH2:19])[cH:15][c:16]([CH3:18])[cH:17]1)=[O:39]. Reactants: CC#N, I[Cu]I, [I-], I, [K+], CC(C)(C)ON=O, Nc1ccc(-c2ccccc2)c2c1C(=O)NC2, [Na+], [Na+], O=S([O-])([O-])=S. Product: O=C1NCc2c(-c3ccccc3)ccc(I)c21. Reaction SMILES: [CH3:35][C:36]#[N:37].[Cu:38]([I:39])[I:40].[I-:19].[I:20].[K+:18].[N:21]([O:22][C:23]([CH3:24])([CH3:25])[CH3:26])=[O:27].[NH2:1][c:2]1[cH:3][cH:4][c:5](-[c:12]2[cH:13][cH:14][cH:15][cH:16][cH:17]2)[c:6]2[c:10]1[C:9](=[O:11])[NH:8][CH2:7]2.[Na+:33].[Na+:34].[S:28]([O-:29])([O-:30])(=[O:31])=[S:32]>>[c:2]1([I:19])[cH:3][cH:4][c:5](-[c:12]2[cH:13][cH:14][cH:15][cH:16][cH:17]2)[c:6]2[c:10]1[C:9](=[O:11])[NH:8][CH2:7]2. The reactants are FC1=C(C(=O)O)C=CC=C1 (2-fluorobenzoic acid), C1(CC1)C1=CC=C(C=N1)C(CN)CC1(CC1)C(F)(F)F (2-(6-cyclopropyl-pyridin-3-yl)-3-(1-trifluoromethyl-cyclopropyl)-propylamine). Yields the product C1(CC1)C1=CC=C(C=N1)C(CNC(C1=C(C=CC=C1)F)=O)CC1(CC1)C(F)(F)F (N-[2-(6-Cyclopropyl-3-pyridyl)-3-[1-(trifluoromethyl)cyclopropyl]propyl]-2-fluoro-benzamide). Reaction SMILES: [F:1][C:2]1[CH:10]=[CH:9][CH:8]=[CH:7][C:3]=1[C:4]([OH:6])=O.[CH:11]1([C:14]2[N:19]=[CH:18][C:17]([CH:20]([CH2:23][C:24]3([C:27]([F:30])([F:29])[F:28])[CH2:26][CH2:25]3)[CH2:21][NH2:22])=[CH:16][CH:15]=2)[CH2:13][CH2:12]1>>[CH:11]1([C:14]2[N:19]=[CH:18][C:17]([CH:20]([CH2:23][C:24]3([C:27]([F:30])([F:28])[F:29])[CH2:26][CH2:25]3)[CH2:21][NH:22][C:4](=[O:6])[C:3]3[CH:7]=[CH:8][CH:9]=[CH:10][C:2]=3[F:1])=[CH:16][CH:15]=2)[CH2:12][CH2:13]1. Procedure: From 2-fluorobenzoic acid and 2-(6-cyclopropyl-pyridin-3-yl)-3-(1-trifluoromethyl-cyclopropyl)-propylamine. LCMS (MH+): m/z=407.1, tR (minutes, Method G)=2.01 The reactants are COC(=O)C=1SC(=CC1N(C(=O)[C@@H]1CC[C@H](CC1)C)C1CCC2(OCCO2)CC1)Br (5-Bromo-3-[(1,4-dioxa-spiro[4.5]dec-8-yl)-(trans-4-methylcyclohexane-carbonyl)-amino]-thiophene-2-carboxylic acid methyl ester), Cl (HCl). Run in O1CCCC1 (tetrahydrofuran). Conditions: temperature 40 celsius, time 3 hour. The product is COC(=O)C=1SC(=CC1N(C1CCC(CC1)=O)C(=O)[C@@H]1CC[C@H](CC1)C)Br (5-bromo-3-[(trans-4-methyl-cyclohexanecarbonyl)-(4-oxo-cyclohexyl)-amino]-thiophene-2-carboxylic acid methyl ester). The yield is 95.4%. Reaction SMILES: [CH3:1][O:2][C:3]([C:5]1[S:6][C:7]([Br:30])=[CH:8][C:9]=1[N:10]([CH:20]1[CH2:29][CH2:28][C:23]2(OCC[O:24]2)[CH2:22][CH2:21]1)[C:11]([C@H:13]1[CH2:18][CH2:17][C@H:16]([CH3:19])[CH2:15][CH2:14]1)=[O:12])=[O:4].Cl>O1CCCC1>[CH3:1][O:2][C:3]([C:5]1[S:6][C:7]([Br:30])=[CH:8][C:9]=1[N:10]([C:11]([C@H:13]1[CH2:14][CH2:15][C@H:16]([CH3:19])[CH2:17][CH2:18]1)=[O:12])[CH:20]1[CH2:29][CH2:28][C:23](=[O:24])[CH2:22][CH2:21]1)=[O:4]. Procedure: 5-Bromo-3-[(1,4-dioxa-spiro[4.5]dec-8-yl)-(trans-4-methylcyclohexane-carbonyl)-amino]-thiophene-2-carboxylic acid methyl ester (8.6 g, 17 mmol) is dissolved in tetrahydrofuran (100 mL) and treated with 3N HCl solution (50 mL). The reaction is stirred at 40° C. for 3 h. The reaction mixture is evaporated under reduced pressure. The residue is dissolved in EtOAc and washed with aq. sat. NaHCO3 solution. The organic layer is separated, dried on Na2SO4, filtered and concentrated to give 5-bromo-3-[(...